Dataset: the Open Reaction Database (ORD), a public repository of structured organic reaction records. Task: describe an organic reaction: reactants, conditions, products, and yield RXN SMILES: [CH2:1]([c:5]1[cH:6][cH:7][cH:9][cH:10][cH:11]1)[N:8]([C:2](=[O:3])[O-:4])[CH:12]([CH2:13][CH2:14][CH2:15][NH:16][C:17](=[O:18])[O:19][C:20]([CH3:21])([CH3:22])[CH3:23])[C:24](=[O:25])[NH:26][CH2:27][CH:28]([CH2:29][NH:30][C:31](=[O:32])[O:33][C:34]([CH3:35])([CH3:36])[CH3:37])[OH:38].[CH3:39][CH2:40][OH:41]>>[NH2:8][CH:12]([CH2:13][CH2:14][CH2:15][NH:16][C:17](=[O:18])[O:19][C:20]([CH3:21])([CH3:22])[CH3:23])[C:24](=[O:25])[NH:26][CH2:27][CH:28]([CH2:29][NH:30][C:31](=[O:32])[O:33][C:34]([CH3:35])([CH3:36])[CH3:37])[OH:38]. Starting materials: CC(C)(C)OC(=O)NCCCC(C(=O)NCC(O)CNC(=O)OC(C)(C)C)N(Cc1ccccc1)C(=O)[O-], CCO. The product is CC(C)(C)OC(=O)NCCCC(N)C(=O)NCC(O)CNC(=O)OC(C)(C)C. Starting materials: C, CCOC(C)=O, Cn1c(C(F)(F)F)cc(=O)n(-c2cc(Oc3ccccc3OCc3ccccc3)c(Cl)cc2F)c1=O, [H][H], [Pd]. The product is Cn1c(C(F)(F)F)cc(=O)n(-c2cc(Oc3ccccc3O)c(Cl)cc2F)c1=O. Reaction SMILES: [C:39].[CH3:41][CH2:42][O:43][C:44](=[O:45])[CH3:46].[Cl:1][c:2]1[c:3]([O:4][c:5]2[c:6]([O:7][CH2:8][c:9]3[cH:10][cH:11][cH:12][cH:13][cH:14]3)[cH:15][cH:16][cH:17][cH:18]2)[cH:19][c:20](-[n:24]2[c:25](=[O:36])[n:26]([CH3:35])[c:27]([C:31]([F:32])([F:33])[F:34])[cH:28][c:29]2=[O:30])[c:21]([F:23])[cH:22]1.[H:37][H:38].[Pd:40]>>[Cl:1][c:2]1[c:3]([O:4][c:5]2[c:6]([OH:7])[cH:15][cH:16][cH:17][cH:18]2)[cH:19][c:20](-[n:24]2[c:25](=[O:36])[n:26]([CH3:35])[c:27]([C:31]([F:32])([F:33])[F:34])[cH:28][c:29]2=[O:30])[c:21]([F:23])[cH:22]1. Starting materials: [BH4-], CC(=O)c1ccc(NS(C)(=O)=O)c(Nc2ccc(F)cc2F)c1, CC(=O)O, CO, [Na+]. Product: CC(O)c1ccc(NS(C)(=O)=O)c(Nc2ccc(F)cc2F)c1. RXN SMILES: [BH4-:1].[C:3]([CH3:4])(=[O:5])[c:6]1[cH:7][c:8]([NH:17][c:18]2[c:19]([F:25])[cH:20][c:21]([F:24])[cH:22][cH:23]2)[c:9]([NH:10][S:11](=[O:12])(=[O:13])[CH3:14])[cH:15][cH:16]1.[CH3:26][C:27](=[O:28])[OH:29].[CH3:30][OH:31].[Na+:2]>>[CH:3]([CH3:4])([OH:5])[c:6]1[cH:7][c:8]([NH:17][c:18]2[c:19]([F:25])[cH:20][c:21]([F:24])[cH:22][cH:23]2)[c:9]([NH:10][S:11](=[O:12])(=[O:13])[CH3:14])[cH:15][cH:16]1. Starting materials: BrC1=CC=CC(=N1)CC(=O)NC=1C=NN(C1)C (2-(6-bromopyridin-2-yl)-N-(1-methyl-1-H-pyrazol-4-yl)acetamide), NC=1SC(=CC1C(=O)N)C1=C(C=C(C=C1F)C(C)(C)O)F (2-amino-5-[2,6-difluoro-4-(1-hydroxy-1-methylethyl)phenyl]thiophene-3-carboxamide). The product is FC1=C(C(=CC(=C1)C(C)(C)O)F)C1=CC(=C(S1)NC1=NC(=CC=C1)CC(=O)NC=1C=NN(C1)C)C(=O)N (5-[2,6-Difluoro-4-(1-hydroxy-1-methylethyl)phenyl]-2-[(6-{2-[(1-methyl-1H-pyrazol-4-yl)amino]-2-oxoethyl}pyridin-2-yl)amino]thiophene-3-carboxamide). RXN SMILES: Br[C:2]1[N:7]=[C:6]([CH2:8][C:9]([NH:11][C:12]2[CH:13]=[N:14][N:15]([CH3:17])[CH:16]=2)=[O:10])[CH:5]=[CH:4][CH:3]=1.[NH2:18][C:19]1[S:20][C:21]([C:27]2[C:32]([F:33])=[CH:31][C:30]([C:34]([OH:37])([CH3:36])[CH3:35])=[CH:29][C:28]=2[F:38])=[CH:22][C:23]=1[C:24]([NH2:26])=[O:25]>>[F:38][C:28]1[CH:29]=[C:30]([C:34]([OH:37])([CH3:36])[CH3:35])[CH:31]=[C:32]([F:33])[C:27]=1[C:21]1[S:20][C:19]([NH:18][C:2]2[CH:3]=[CH:4][CH:5]=[C:6]([CH2:8][C:9]([NH:11][C:12]3[CH:13]=[N:14][N:15]([CH3:17])[CH:16]=3)=[O:10])[N:7]=2)=[C:23]([C:24]([NH2:26])=[O:25])[CH:22]=1. Reported procedure: The title compound was prepared according to the procedure described in Example 1 using 2-(6-bromopyridin-2-yl)-N-(1-methyl-1-H-pyrazol-4-yl)acetamide (217 mg, 0.74 mmol) and 2-amino-5-[2,6-difluoro-4-(1-hydroxy-1-methylethyl)phenyl]thiophene-3-carboxamide (230 mg, 0.74 mmol) as starting materials.